This data is from the Open Reaction Database (ORD), a public repository of structured organic reaction records. The task is: describe an organic reaction: reactants, conditions, products, and yield RXN SMILES: [CH3:1][O:2][CH2:3][CH2:4][N:5]([CH2:23][C:24]1[CH:40]=[CH:39][C:27]([O:28][C:29]([CH3:38])([CH3:37])[C:30]([O:32]C(C)(C)C)=[O:31])=[CH:26][CH:25]=1)[CH2:6][C:7]([NH:9][C:10]1[CH:15]=[CH:14][C:13]([CH:16]([CH3:18])[CH3:17])=[CH:12][C:11]=1[C:19]([F:22])([F:21])[F:20])=[O:8].[ClH:41].C(OCC)C>C(OCC)(=O)C>[ClH:41].[CH3:1][O:2][CH2:3][CH2:4][N:5]([CH2:23][C:24]1[CH:25]=[CH:26][C:27]([O:28][C:29]([CH3:38])([CH3:37])[C:30]([OH:32])=[O:31])=[CH:39][CH:40]=1)[CH2:6][C:7]([NH:9][C:10]1[CH:15]=[CH:14][C:13]([CH:16]([CH3:18])[CH3:17])=[CH:12][C:11]=1[C:19]([F:22])([F:21])[F:20])=[O:8] |f:4.5|. Solvent: C(C)(=O)OCC (ethyl acetate). Product: Cl.COCCN(CC(=O)NC1=C(C=C(C=C1)C(C)C)C(F)(F)F)CC1=CC=C(OC(C(=O)O)(C)C)C=C1 (2-[4-[[(2-Methoxyethyl)[2-[[4-(1-methylethyl)-2-(trifluoromethyl)phenyl]amino]-2-oxoethyl]amino]methyl]phenoxy]-2-methyl-propionic acid hydrochloride). Reaction conditions: time 1 hour. The reactants are Cl (hydrochloric acid), C(C)OCC (diethyl ether), COCCN(CC(=O)NC1=C(C=C(C=C1)C(C)C)C(F)(F)F)CC1=CC=C(OC(C(=O)OC(C)(C)C)(C)C)C=C1 (1,1-Dimethylethyl 2-[4-[[(2-methoxyethyl)[2-[[4-(1-methylethyl)-2-(trifluoromethyl)phenyl]amino]-2-oxoethyl]amino]methyl]phenoxy]-2-methyl-propionate). Reported procedure: 0.4 g (0.78 mmol) of the compound from Example 3-7 are dissolved in 4 ml of ethyl acetate. At 40° C., first 8 ml of 1N hydrochloric acid (in diethyl ether) and then 12 ml of diethyl ether are added. The mixture is allowed to stand at 4° C. for one hour. The precipitated crystals are filtered off with suction, washed with a mixture of ethyl acetate and diethyl ether (ratio 1:1) and then dried at 40° C. under reduced pressure for 20 hours. This gives 0.362 g (84.5% of theory) of the title compound...